This data is from the Open Reaction Database (ORD), a public repository of structured organic reaction records. The task is: describe an organic reaction: reactants, conditions, products, and yield The reactants are [N+](=O)([O-])C=1C=C(C(N)=NO)C=CC1 (3-nitrobenzamidoxime), C(CC(=O)C)(=O)OC (methyl acetoacetate). The solvent is C1(=CC=CC=C1)C (toluene). Yields the product O=C(CC1=NC(=NO1)C1=CC(=CC=C1)[N+](=O)[O-])C (5-(2-oxopropyl)-3-(3-nitrophenyl)-1,2,4-oxadiazole). Isolated yield 83.5%. RXN SMILES: [N+:1]([C:4]1[CH:5]=[C:6]([CH:11]=[CH:12][CH:13]=1)[C:7](=[N:9][OH:10])[NH2:8])([O-:3])=[O:2].[C:14](OC)(=O)[CH2:15][C:16]([CH3:18])=[O:17]>C1(C)C=CC=CC=1>[O:17]=[C:16]([CH3:18])[CH2:15][C:14]1[O:10][N:9]=[C:7]([C:6]2[CH:11]=[CH:12][CH:13]=[C:4]([N+:1]([O-:3])=[O:2])[CH:5]=2)[N:8]=1. Procedure details: In a 250 ml flask, place 10 g (0.055 m) of 3-nitrobenzamidoxime (9a), 9.6 g (0.083 m) of methyl acetoacetate (10b; R1=methyl), and 100 ml of toluene. Heat and stir the reaction mixture under reflux with a Dean-Stark trap for 16 hrs. Distill off toluene under a reduced pressure at 50-60° C. to thick oil. Add 60 ml of heptane to the oil with stirring, cool and stir at 0-5° C. for 30 min. Collect solid, wash with heptane, and dry in air to give 11.4 g (84%) of 5-(2-oxopropyl)-3-(3-nitrophenyl)-1,2,...